Dataset: the Open Reaction Database (ORD), a public repository of structured organic reaction records. Task: describe an organic reaction: reactants, conditions, products, and yield Reactants: C(C1=CC=CC=C1)OC(=O)N1CCN(CCN(CCNCC1)C(=O)OCC1=CC=CC=C1)C(=O)OCC1=CC=CC=C1 (1,4,7-tris-(benzyloxycarbonyl)-1,4,7,10-tetraazacyclododecane), C([O-])([O-])=O.[K+].[K+] (potassium carbonate). Solvent: C(C)#N (acetonitrile). Product: COCC(COC)N1CCN(CCN(CCN(CC1)C(=O)OCC1=CC=CC=C1)C(=O)OCC1=CC=CC=C1)C(=O)OCC1=CC=CC=C1 (10-[1,1-Di(methoxymethyl)-methyl]-1,4,7-tris-(benzyloxycarbonyl)-1,4,7,10-tetraazacyclododecane). Isolated yield 400.0%. As a reaction SMILES: [CH2:1]([O:8][C:9]([N:11]1[CH2:22][CH2:21][NH:20][CH2:19][CH2:18][N:17]([C:23]([O:25][CH2:26][C:27]2[CH:32]=[CH:31][CH:30]=[CH:29][CH:28]=2)=[O:24])[CH2:16][CH2:15][N:14]([C:33]([O:35][CH2:36][C:37]2[CH:42]=[CH:41][CH:40]=[CH:39][CH:38]=2)=[O:34])[CH2:13][CH2:12]1)=[O:10])[C:2]1[CH:7]=[CH:6][CH:5]=[CH:4][CH:3]=1.[C:43](=[O:46])([O-])[O-].[K+].[K+]>C(#N)C>[CH3:9][O:8][CH2:1][CH:2]([N:20]1[CH2:19][CH2:18][N:17]([C:23]([O:25][CH2:26][C:27]2[CH:28]=[CH:29][CH:30]=[CH:31][CH:32]=2)=[O:24])[CH2:16][CH2:15][N:14]([C:33]([O:35][CH2:36][C:37]2[CH:42]=[CH:41][CH:40]=[CH:39][CH:38]=2)=[O:34])[CH2:13][CH2:12][N:11]([C:9]([O:8][CH2:1][C:2]2[CH:7]=[CH:6][CH:5]=[CH:4][CH:3]=2)=[O:10])[CH2:22][CH2:21]1)[CH2:3][O:46][CH3:43] |f:1.2.3|. Reported procedure: 39 g (154.6 mmol) of the title compound of Example 5a and 44.43 g (77.3 mmol) of 1,4,7-tris-(benzyloxycarbonyl)-1,4,7,10-tetraazacyclododecane (produced according to Chem. Soc., Perkin Trans. 1, 12:3329, 1991) and 85.14 g (616 mmol) of potassium carbonate in 800 ml acetonitrile are refluxed for 24 hours. Solid is filtered out, and the filtrate is evaporated to dryness in a vacuum. The residue is taken up in 700 ml of methylene chloride and extracted twice with 300 ml of water. The organic phase ... Starting materials: CN(C)C=O, CCOC(=O)C(=O)c1ccccc1. The product is CCOC(=O)C(O)c1ccccc1. RXN SMILES: [O:14]=[CH:15][N:16]([CH3:17])[CH3:18].[c:1]1([C:7]([C:8](=[O:9])[O:10][CH2:11][CH3:12])=[O:13])[cH:2][cH:3][cH:4][cH:5][cH:6]1>>[c:1]1([CH:7]([C:8](=[O:9])[O:10][CH2:11][CH3:12])[OH:13])[cH:2][cH:3][cH:4][cH:5][cH:6]1. Starting materials: ice, NCCNC(OC(C)(C)C)=O (t-Butyl N-(2-aminoethyl)carbamate), C(C)N(C1=CC=C2C=C(C(OC2=C1)=O)C(=O)O)CC (7-diethylaminocoumarin-3-carboxylic acid), C(CCC)N(CCCC)CCCC (tri-n-butylamine), ClC(=O)OCC(C)C (isobutyl chloroformate). Run in CCOC(=O)C (EtOAc), CN(C)C=O (DMF), CN(C)C=O (DMF). Run at time 3 hour. Product: C(C)(C)(C)OC(=O)NCCNC(=O)C=1C(OC2=CC(=CC=C2C1)N(CC)CC)=O (N-[2-(t-Butoxycarbonylamino)ethyl] 7-diethylaminocoumarin-3-carboxamide). The yield is 17.1%. RXN SMILES: [CH2:1]([N:3]([CH2:18][CH3:19])[C:4]1[CH:13]=[C:12]2[C:7]([CH:8]=[C:9]([C:15]([OH:17])=O)[C:10](=[O:14])[O:11]2)=[CH:6][CH:5]=1)[CH3:2].C(N(CCCC)CCCC)CCC.ClC(OCC(C)C)=O.[NH2:41][CH2:42][CH2:43][NH:44][C:45](=[O:51])[O:46][C:47]([CH3:50])([CH3:49])[CH3:48]>CN(C=O)C.CCOC(C)=O>[C:47]([O:46][C:45]([NH:44][CH2:43][CH2:42][NH:41][C:15]([C:9]1[C:10](=[O:14])[O:11][C:12]2[C:7]([CH:8]=1)=[CH:6][CH:5]=[C:4]([N:3]([CH2:1][CH3:2])[CH2:18][CH3:19])[CH:13]=2)=[O:17])=[O:51])([CH3:50])([CH3:49])[CH3:48]. Procedure: --A solution of 7-diethylaminocoumarin-3-carboxylic acid 2 (1.15 g, 5 mmol) and tri-n-butylamine (1.38 g, 7.5 mmol) in dry DMF (50 ml) was cooled in an ice bath and treated with isobutyl chloroformate (0.715 g, 5.2 mmol). The solution was stirred in the ice bath for 0.5 h, then a solution of the amine 3 (0.8 g, 5 mmol) in dry DMF (5 ml) was added. The mixture was allowed to warm to room temp. and kept for 3 h, then diluted with EtOAc and washed thoroughly with water, dilute aq. HCl, aq. NaHCO3 a... Reactants: C=CB(O)O, [Na+], [Na+], O=C([O-])[O-], O, CCOC(=O)c1cnc(O)c(I)c1. Product: C=Cc1cc(C(=O)OCC)cnc1O. RXN SMILES: [CH:14](=[CH2:15])[B:16]([OH:17])[OH:18].[Na+:19].[Na+:20].[O-:21][C:22](=[O:23])[O-:24].[OH2:25].[OH:1][c:2]1[n:3][cH:4][c:5]([C:6](=[O:7])[O:8][CH2:9][CH3:10])[cH:11][c:12]1[I:13]>>[OH:1][c:2]1[n:3][cH:4][c:5]([C:6](=[O:7])[O:8][CH2:9][CH3:10])[cH:11][c:12]1[CH:14]=[CH2:15]. Starting materials: O=C(NCC(NC(=O)c1ccc(C(O)CCc2cccc(O)c2)cc1Cl)C(=O)O)c1cccs1, O=C(CCc1ccccc1)c1ccc(C(=O)NC(CNC(=O)c2cccs2)C(=O)O)c(Cl)c1. As a reaction SMILES: [Cl:1][c:2]1[c:3]([C:4](=[O:5])[NH:6][CH:7]([CH2:8][NH:9][C:10](=[O:11])[c:12]2[s:13][cH:14][cH:15][cH:16]2)[C:17](=[O:18])[OH:19])[cH:20][cH:21][c:22]([CH:24]([CH2:25][CH2:26][c:27]2[cH:28][c:29]([OH:33])[cH:30][cH:31][cH:32]2)[OH:34])[cH:23]1.[Cl:35][c:36]1[cH:37][c:38]([C:39](=[O:40])[CH2:41][CH2:42][c:43]2[cH:44][cH:45][cH:46][cH:47][cH:48]2)[cH:49][cH:50][c:51]1[C:52]([NH:53][CH:54]([C:55]([OH:56])=[O:57])[CH2:58][NH:59][C:60]([c:61]1[s:62][cH:63][cH:64][cH:65]1)=[O:66])=[O:67]>>[Cl:1][c:2]1[c:3]([C:4](=[O:5])[NH:6][CH:7]([CH2:8][NH:9][C:10](=[O:11])[c:12]2[s:13][cH:14][cH:15][cH:16]2)[C:17](=[O:18])[OH:19])[cH:20][cH:21][c:22]([C:24]([CH2:25][CH2:26][c:27]2[cH:28][c:29]([OH:33])[cH:30][cH:31][cH:32]2)=[O:34])[cH:23]1. The product is O=C(CCc1cccc(O)c1)c1ccc(C(=O)NC(CNC(=O)c2cccs2)C(=O)O)c(Cl)c1. The yield is 62.9%. Starting materials: CC(C=C)=O (but-3-en-2-one), ClC1=C(C(=CC(=C1)Cl)Cl)I (1,3,5-trichloro-2-iodo-benzene), C(O)([O-])=O.[Na+] (sodium hydrogen carbonate). Reaction SMILES: [CH3:1][C:2](=[O:5])[CH:3]=[CH2:4].[Cl:6][C:7]1[CH:12]=[C:11]([Cl:13])[CH:10]=[C:9]([Cl:14])[C:8]=1I.C(=O)([O-])O.[Na+]>[Cl-].C([N+](CCCC)(CCCC)CCCC)CCC.CN(C=O)C.CC([O-])=O.CC([O-])=O.[Pd+2]>[Cl:6][C:7]1[CH:12]=[C:11]([Cl:13])[CH:10]=[C:9]([Cl:14])[C:8]=1/[CH:4]=[CH:3]/[C:2](=[O:5])[CH3:1] |f:2.3,4.5,7.8.9|. Run in CN(C)C=O (DMF). Yields the product ClC1=C(C(=CC(=C1)Cl)Cl)/C=C/C(C)=O ((E)-4-(2,4,6-trichloro-phenyl)-but-3-en-2-one). Reported procedure: A round bottom flask equipped with magnetic stirrer and nitrogen inlet was charged with but-3-en-2-one (1.14 g, 16.25 mmol), 1,3,5-trichloro-2-iodo-benzene (2.0 g, 6.5 mmol), Pd(OAc)2 (125 mg, 0.65 mmol), sodium hydrogen carbonate (1.64 g, 19.5 mmol) and tetrabutylammonium chloride (2.17 g, 7.8 mmol) in DMF (20 ml). The mixture was stirred at 50° C. for 24 hours. The reaction mixture was poured onto water (100 ml) and extracted with ether (3×50 ml). Combined organic layers were dried over anhydr... Reagents/catalysts: [Cl-].C(CCC)[N+](CCCC)(CCCC)CCCC (tetrabutylammonium chloride), CC(=O)[O-].CC(=O)[O-].[Pd+2] (Pd(OAc)2). Reaction conditions: temperature 50 celsius, time 24 hour. Starting materials: Cl (HCl), FC(C1=CC=C(C=C1)NS(=O)(=O)C=1C=C(C(=O)OCC)C=CC1)(F)F (ethyl 3-({[4-(trifluoromethyl)phenyl]amino}sulfonyl)benzoate), C(C)O (ethanol), [OH-].[Na+] (NaOH). The solvent is O (water). Run at time 1.5 hour. The product is FC(C1=CC=C(C=C1)NS(=O)(=O)C=1C=C(C(=O)O)C=CC1)(F)F (3-({[4-(trifluoromethyl)phenyl]amino}sulfonyl)benzoic acid). As a reaction SMILES: [F:1][C:2]([F:25])([F:24])[C:3]1[CH:8]=[CH:7][C:6]([NH:9][S:10]([C:13]2[CH:14]=[C:15]([CH:21]=[CH:22][CH:23]=2)[C:16]([O:18]CC)=[O:17])(=[O:12])=[O:11])=[CH:5][CH:4]=1.C(O)C.[OH-].[Na+].Cl>O>[F:25][C:2]([F:1])([F:24])[C:3]1[CH:4]=[CH:5][C:6]([NH:9][S:10]([C:13]2[CH:14]=[C:15]([CH:21]=[CH:22][CH:23]=2)[C:16]([OH:18])=[O:17])(=[O:11])=[O:12])=[CH:7][CH:8]=1 |f:2.3|. Reported procedure: To the product of Step A was added ethanol (25 mL) followed by a solution of NaOH (1.93 g, 48.3 mmol) in water (25 mL). The reaction was stirred at ambient temperature for 1.5 hours. To the mixture was added dropwise 1 N HCl (95 mL), and the mixture was stirred at ambient temperature overnight. The solids were collected by filtration, washed with water (2×20 mL), and dried in a vacuum oven at 45° C. overnights to give 3-({[4-(trifluoromethyl)phenyl]amino}sulfonyl)benzoic acid: 1H NMR (400 MHz, D...